Dataset: the Open Reaction Database (ORD), a public repository of structured organic reaction records. Task: describe an organic reaction: reactants, conditions, products, and yield Starting materials: C(C1=CC=CC=C1)N (benzylamine), ClC=1N=C(C2=C(N1)SC(=C2)CC)Cl (2,4-dichloro-6-ethyl-thieno-[2,3-d]-pyrimidine). Product: ClC=1N=C(C2=C(N1)SC(=C2)CC)NCC2=CC=CC=C2 (2-chloro-6-ethyl-4-benzylamino-thieno-[2,3-d]-pyrimidine). Reaction SMILES: [CH2:1]([NH2:8])[C:2]1[CH:7]=[CH:6][CH:5]=[CH:4][CH:3]=1.[Cl:9][C:10]1[N:11]=[C:12](Cl)[C:13]2[CH:18]=[C:17]([CH2:19][CH3:20])[S:16][C:14]=2[N:15]=1>>[Cl:9][C:10]1[N:11]=[C:12]([NH:8][CH2:1][C:2]2[CH:7]=[CH:6][CH:5]=[CH:4][CH:3]=2)[C:13]2[CH:18]=[C:17]([CH2:19][CH3:20])[S:16][C:14]=2[N:15]=1. Reported procedure: Following the procedure of Example 1, the reaction of benzylamine with 2,4-dichloro-6-ethyl-thieno-[2,3-d]-pyrimidine yields 2-chloro-6-ethyl-4-benzylamino-thieno-[2,3-d]-pyrimidine. The reactants are C(C1=CC=CC=C1)C=1C=NC2=C(C=CC=C2C1C=1C=C(C=CC1)N)C(F)(F)F (3-(3-benzyl-8-trifluoromethyl-quinolin-4-yl)-phenylamine), ClC1=NC(=CC(=C1)C=O)Cl (2,6-dichloro-pyridine-4-carbaldehyde). Yields the product C(C1=CC=CC=C1)C=1C=NC2=C(C=CC=C2C1C=1C=C(C=CC1)NCC1=CC(=NC(=C1)Cl)Cl)C(F)(F)F ({3-[3-BENZYL-8-(TRIFLUOROMETHYL)QUINOLIN-4-YL]PHENYL}[(2,6-DICHLOROPYRIDIN-4-YL)METHYL]AMINE). As a reaction SMILES: [CH2:1]([C:8]1[CH:9]=[N:10][C:11]2[C:16]([C:17]=1[C:18]1[CH:19]=[C:20]([NH2:24])[CH:21]=[CH:22][CH:23]=1)=[CH:15][CH:14]=[CH:13][C:12]=2[C:25]([F:28])([F:27])[F:26])[C:2]1[CH:7]=[CH:6][CH:5]=[CH:4][CH:3]=1.[Cl:29][C:30]1[CH:35]=[C:34]([CH:36]=O)[CH:33]=[C:32]([Cl:38])[N:31]=1>>[CH2:1]([C:8]1[CH:9]=[N:10][C:11]2[C:16]([C:17]=1[C:18]1[CH:19]=[C:20]([NH:24][CH2:36][C:34]3[CH:33]=[C:32]([Cl:38])[N:31]=[C:30]([Cl:29])[CH:35]=3)[CH:21]=[CH:22][CH:23]=1)=[CH:15][CH:14]=[CH:13][C:12]=2[C:25]([F:28])([F:26])[F:27])[C:2]1[CH:3]=[CH:4][CH:5]=[CH:6][CH:7]=1. Reported procedure: This compound was prepared according to the procedure of example 66, substituting 3-(3-benzyl-8-trifluoromethyl-quinolin-4-yl)-phenylamine and 2,6-dichloro-pyridine-4-carbaldehyde. MS (ESI) m/z 535. The reactants are C1(CC1)C(=O)C1=CC=C(C=C1)Cl (4-chlorophenyl cyclopropyl ketone), C(C)C=1NC=C(N1)C (2-ethyl-4-methylimidazole). Product: ClC1=CC=C(C=C1)C=1C=2N(CCC1)C(=NC2C)CC (8-(4-Chlorophenyl)-5,6-dihydro-3-ethyl-l-methylimidazo[1,5-a]pyridine). RXN SMILES: [CH:1]1([C:4]([C:6]2[CH:11]=[CH:10][C:9]([Cl:12])=[CH:8][CH:7]=2)=O)[CH2:3][CH2:2]1.[CH2:13]([C:15]1[NH:16][CH:17]=[C:18]([CH3:20])[N:19]=1)[CH3:14]>>[Cl:12][C:9]1[CH:8]=[CH:7][C:6]([C:4]2[C:1]3[N:16]([C:15]([CH2:13][CH3:14])=[N:19][C:3]=3[CH3:2])[CH2:17][CH2:18][CH:20]=2)=[CH:11][CH:10]=1. Procedure details: Combine 25 g (0.14 mol) of 4-chlorophenyl cyclopropyl ketone with 50 g (0.45 mol) of 2-ethyl-4-methylimidazole, and heat to 175° C. under argon for 40 hr. Isolate the title compound by column chromatography on 500 g of silica gel using 1% methanol/methylene chloride as solvent. Reactants: CCSC(C)=S, ClCCl, CCO, [F-], NCC1CN(c2ccc(C3CCS(=O)(=O)CC3)c(F)c2)C(=O)O1, [K+], [Na+], [OH-]. The product is CC(=S)NCC1CN(c2ccc(C3CCS(=O)(=O)CC3)c(F)c2)C(=O)O1. Reaction SMILES: [C:1]([CH3:2])(=[S:3])[S:4][CH2:5][CH3:6].[CH2:37]([Cl:38])[Cl:39].[CH3:34][CH2:35][OH:36].[F-:7].[F:9][c:10]1[cH:11][c:12]([N:24]2[C:25](=[O:31])[O:26][CH:27]([CH2:29][NH2:30])[CH2:28]2)[cH:13][cH:14][c:15]1[CH:16]1[CH2:17][CH2:18][S:19](=[O:22])(=[O:23])[CH2:20][CH2:21]1.[K+:33].[Na+:8].[OH-:32]>>[C:1]([CH3:2])(=[S:3])[NH:30][CH2:29][CH:27]1[O:26][C:25](=[O:31])[N:24]([c:12]2[cH:11][c:10]([F:9])[c:15]([CH:16]3[CH2:17][CH2:18][S:19](=[O:22])(=[O:23])[CH2:20][CH2:21]3)[cH:14][cH:13]2)[CH2:28]1. Reactants: Cl(=O)[O-].[Na+] (Sodium chlorite), C(C)(=O)N[C@H]1[C@@H](C=C(C[C@@H]1CC=O)C(=O)OC)OC(CC)CC (methyl (3R,4R,5R)-4-(acetylamino)-3-(1-ethylpropoxy)-5-(2-oxoethyl)-1-cyclohexene-1-carboxylate), CC(C)=CC (2-methyl-2-butene). The solvent is OP(=O)(O)[O-].[K+] (KH2PO4), C(C)(C)(C)O (tert-butyl alcohol). Conditions: time 16 hour. The product is C(C)(=O)N[C@H]1[C@@H](C=C(C[C@@H]1CC(=O)O)C(=O)OC)OC(CC)CC ([(1R,5R,6R)-6-(acetylamino)-5-(1-ethylpropoxy)-3-(methoxycarbonyl)-3-cyclohexen-1-yl]acetic acid). The yield is 85.2%. RXN SMILES: Cl([O-])=[O:2].[Na+].[C:5]([NH:8][C@@H:9]1[C@@H:14]([CH2:15][CH:16]=[O:17])[CH2:13][C:12]([C:18]([O:20][CH3:21])=[O:19])=[CH:11][C@H:10]1[O:22][CH:23]([CH2:26][CH3:27])[CH2:24][CH3:25])(=[O:7])[CH3:6].CC(=CC)C>OP([O-])(O)=O.[K+].C(O)(C)(C)C>[C:5]([NH:8][C@@H:9]1[C@@H:14]([CH2:15][C:16]([OH:2])=[O:17])[CH2:13][C:12]([C:18]([O:20][CH3:21])=[O:19])=[CH:11][C@H:10]1[O:22][CH:23]([CH2:24][CH3:25])[CH2:26][CH3:27])(=[O:7])[CH3:6] |f:0.1,4.5|. Procedure details: Sodium chlorite (commercial 80%, 16 mg, 0.142 mmol) in 2 mL of KH2PO4 buffer (pH 3-4) was added dropwise to a room temperature solution of Example 7A (36 mg, 0.110 mmol) and 2-methyl-2-butene (118 μL, 1.10 mmol) in tert-butyl alcohol (15 mL). After stirring for 16 hours, the reaction mixture was concentrated. The concentrate was purified by flash chromatography on silica gel using acetic acid/ethyl acetate (1/5) to afford 32 mg (84%) of the desired product as a white solid.